From a dataset of the Open Reaction Database (ORD), a public repository of structured organic reaction records. describe an organic reaction: reactants, conditions, products, and yield Product: FC1=CC=C(C=C1)C1=CC=C(C=N1)[C@H]1[C@@H](C1)C(=O)O (trans-2-[6-(4-Fluoro-phenyl)-pyridin-3-yl]-cyclopropanecarboxylic acid). Starting materials: C(C)OC(=O)[C@H]1[C@@H](C1)C=1C=NC(=CC1)C1=CC=C(C=C1)F (trans-2-[6-(4-fluoro-phenyl)-pyridin-3-yl]-cyclopropanecarboxylic acid ethyl ester), [OH-].[Li+] (lithium hydroxide). Reaction conditions: temperature 70 celsius. Procedure details: 3.00 g (10.5 mmol) of trans-2-[6-(4-fluoro-phenyl)-pyridin-3-yl]-cyclopropanecarboxylic acid ethyl ester and 378 mg (15.8 mmol) of lithium hydroxide were dissolved in a mixture of 27 ml of methanol, 5 ml of dioxane and 3 ml of water, and the mixture was heated at 70° C. for 2 h. Subsequently, the mixture was evaporated to dryness, the residue was taken up in water and the pH was adjusted to 4 with acetic acid. The precipitate was isolated by filtration and purified by column chromatography (sili... Solvent: CO (methanol), O1CCOCC1 (dioxane), O (water). As a reaction SMILES: C([O:3][C:4]([C@@H:6]1[CH2:8][C@H:7]1[C:9]1[CH:10]=[N:11][C:12]([C:15]2[CH:20]=[CH:19][C:18]([F:21])=[CH:17][CH:16]=2)=[CH:13][CH:14]=1)=[O:5])C.[OH-].[Li+]>CO.O1CCOCC1.O>[F:21][C:18]1[CH:19]=[CH:20][C:15]([C:12]2[N:11]=[CH:10][C:9]([C@@H:7]3[CH2:8][C@H:6]3[C:4]([OH:5])=[O:3])=[CH:14][CH:13]=2)=[CH:16][CH:17]=1 |f:1.2|. Reactants: Cc1ccccc1, CN(C)C=O, O, O=C(O)c1c(-c2ccccc2)sc2c1CCC2. Product: Nc1c(-c2ccccc2)sc2c1CCC2. As a reaction SMILES: [CH3:24][c:25]1[cH:26][cH:27][cH:28][cH:29][cH:30]1.[O:19]=[CH:20][N:21]([CH3:22])[CH3:23].[OH2:18].[c:1]1(-[c:7]2[c:8]([C:15]([OH:16])=[O:17])[c:9]3[c:10]([s:11]2)[CH2:12][CH2:13][CH2:14]3)[cH:2][cH:3][cH:4][cH:5][cH:6]1>>[c:1]1(-[c:7]2[c:8]([NH2:21])[c:9]3[c:10]([s:11]2)[CH2:12][CH2:13][CH2:14]3)[cH:2][cH:3][cH:4][cH:5][cH:6]1.